Dataset: the Open Reaction Database (ORD), a public repository of structured organic reaction records. Task: describe an organic reaction: reactants, conditions, products, and yield Starting materials: C=CCC1(C)CC(c2cccc(Cl)c2)C(c2ccc(Cl)cc2)N(C(CC)CNCC(F)(F)F)C1=O, CS(=O)(=O)Cl, CN(C)c1ccncc1, c1ccncc1. Product: C=CCC1(C)CC(c2cccc(Cl)c2)C(c2ccc(Cl)cc2)N(C(CC)CN(CC(F)(F)F)S(C)(=O)=O)C1=O. Reaction SMILES: [CH2:1]([CH:2]=[CH2:3])[C:4]1([CH3:35])[C:5](=[O:34])[N:6]([CH:24]([CH2:25][NH:26][CH2:27][C:28]([F:29])([F:30])[F:31])[CH2:32][CH3:33])[CH:7]([c:17]2[cH:18][cH:19][c:20]([Cl:23])[cH:21][cH:22]2)[CH:8]([c:10]2[cH:11][c:12]([Cl:16])[cH:13][cH:14][cH:15]2)[CH2:9]1.[CH3:36][S:37]([Cl:38])(=[O:39])=[O:40].[CH3:47][N:48]([c:49]1[cH:50][cH:51][n:52][cH:53][cH:54]1)[CH3:55].[cH:41]1[cH:42][cH:43][n:44][cH:45][cH:46]1>>[CH2:1]([CH:2]=[CH2:3])[C:4]1([CH3:35])[C:5](=[O:34])[N:6]([CH:24]([CH2:25][N:26]([CH2:27][C:28]([F:29])([F:30])[F:31])[S:37]([CH3:36])(=[O:39])=[O:40])[CH2:32][CH3:33])[CH:7]([c:17]2[cH:18][cH:19][c:20]([Cl:23])[cH:21][cH:22]2)[CH:8]([c:10]2[cH:11][c:12]([Cl:16])[cH:13][cH:14][cH:15]2)[CH2:9]1. Starting materials: ClC=1N=C(C2=C(N1)N(C=C2I)COCC[Si](C)(C)C)OC2CCC2 (2-chloro-4-cyclobutoxy-5-iodo-7-((2-(trimethylsilyl)ethoxy)methyl)-7H-pyrrolo[2,3-d]pyrimidine), CNC(C1=CC=C(C=C1)B1OC(C(O1)(C)C)(C)C)=O (N-methyl-4-(4,4,5,5-tetramethyl-1,3,2-dioxaborolan-2-yl)benzamide), O.O.O.P(=O)([O-])([O-])[O-].[K+].[K+].[K+] (tripotassium phosphate trihydrate), O1CCOCC1 (1,4-dioxane), palladium 1,1-bis(diphenylphosphino)ferrocene dichloride. Solvent: O (water). Conditions: temperature 80 celsius, time 2 hour. Yields the product ClC=1N=C(C2=C(N1)N(C=C2C2=CC=C(C(=O)NC)C=C2)COCC[Si](C)(C)C)OC2CCC2 (4-(2-Chloro-4-cyclobutoxy-7-((2-(trimethylsilyl)ethoxy)methyl)-7H-pyrrolo[2,3-d]pyrimidin-5-yl)-N-methylbenzamide). Isolated yield 67.0%. RXN SMILES: [Cl:1][C:2]1[N:3]=[C:4]([O:20][CH:21]2[CH2:24][CH2:23][CH2:22]2)[C:5]2[C:10](I)=[CH:9][N:8]([CH2:12][O:13][CH2:14][CH2:15][Si:16]([CH3:19])([CH3:18])[CH3:17])[C:6]=2[N:7]=1.[CH3:25][NH:26][C:27](=[O:43])[C:28]1[CH:33]=[CH:32][C:31](B2OC(C)(C)C(C)(C)O2)=[CH:30][CH:29]=1.O.O.O.P([O-])([O-])([O-])=O.[K+].[K+].[K+].O1CCOCC1>O>[Cl:1][C:2]1[N:3]=[C:4]([O:20][CH:21]2[CH2:24][CH2:23][CH2:22]2)[C:5]2[C:10]([C:31]3[CH:32]=[CH:33][C:28]([C:27]([NH:26][CH3:25])=[O:43])=[CH:29][CH:30]=3)=[CH:9][N:8]([CH2:12][O:13][CH2:14][CH2:15][Si:16]([CH3:19])([CH3:18])[CH3:17])[C:6]=2[N:7]=1 |f:2.3.4.5.6.7.8|. Procedure: To a degassed mixture of 2-chloro-4-cyclobutoxy-5-iodo-7-((2-(trimethylsilyl)ethoxy)methyl)-7H-pyrrolo[2,3-d]pyrimidine (1 equiv), N-methyl-4-(4,4,5,5-tetramethyl-1,3,2-dioxaborolan-2-yl)benzamide (1.2 equiv) and tripotassium phosphate trihydrate (3 equiv) in a 9:1 mixture of 1,4-dioxane and water (0.1 M) was added palladium 1,1-bis(diphenylphosphino)ferrocene dichloride (0.1 equiv). The reaction mixture was stirred at 80° C. for 2 h. After the reaction was completed, the reaction mixture was co... The reactants are CC(=O)c1ccc2nccc(OS(=O)(=O)C(F)(F)F)c2c1, O=C([O-])[O-], CCCCOc1c(B(O)O)cc(C(C)C)cc1C(C)C, Cc1ccccc1, [Na+], [Na+], c1ccc(P(c2ccccc2)(c2ccccc2)[Pd](P(c2ccccc2)(c2ccccc2)c2ccccc2)(P(c2ccccc2)(c2ccccc2)c2ccccc2)P(c2ccccc2)(c2ccccc2)c2ccccc2)cc1. Yields the product CCCCOc1c(-c2ccnc3ccc(C(C)=O)cc23)cc(C(C)C)cc1C(C)C. Reaction SMILES: [C:1]([CH3:2])(=[O:3])[c:4]1[cH:5][c:6]2[c:7]([O:14][S:15]([C:16]([F:17])([F:18])[F:19])(=[O:20])=[O:21])[cH:8][cH:9][n:10][c:11]2[cH:12][cH:13]1.[C:42](=[O:43])([O-:44])[O-:45].[CH2:22]([CH2:23][CH2:24][CH3:25])[O:26][c:27]1[c:28]([B:39]([OH:40])[OH:41])[cH:29][c:30]([CH:36]([CH3:37])[CH3:38])[cH:31][c:32]1[CH:33]([CH3:34])[CH3:35].[CH3:48][c:49]1[cH:50][cH:51][cH:52][cH:53][cH:54]1.[Na+:46].[Na+:47].[cH:55]1[cH:56][cH:57][c:58]([P:59]([Pd:60]([P:61]([c:62]2[cH:63][cH:64][cH:65][cH:66][cH:67]2)([c:68]2[cH:69][cH:70][cH:71][cH:72][cH:73]2)[c:74]2[cH:75][cH:76][cH:77][cH:78][cH:79]2)([P:80]([c:81]2[cH:82][cH:83][cH:84][cH:85][cH:86]2)([c:87]2[cH:88][cH:89][cH:90][cH:91][cH:92]2)[c:93]2[cH:94][cH:95][cH:96][cH:97][cH:98]2)[P:99]([c:100]2[cH:101][cH:102][cH:103][cH:104][cH:105]2)([c:106]2[cH:107][cH:108][cH:109][cH:110][cH:111]2)[c:112]2[cH:113][cH:114][cH:115][cH:116][cH:117]2)([c:118]2[cH:119][cH:120][cH:121][cH:122][cH:123]2)[c:124]2[cH:125][cH:126][cH:127][cH:128][cH:129]2)[cH:130][cH:131]1>>[C:1]([CH3:2])(=[O:3])[c:4]1[cH:5][c:6]2[c:7](-[c:28]3[c:27]([O:26][CH2:22][CH2:23][CH2:24][CH3:25])[c:32]([CH:33]([CH3:34])[CH3:35])[cH:31][c:30]([CH:36]([CH3:37])[CH3:38])[cH:29]3)[cH:8][cH:9][n:10][c:11]2[cH:12][cH:13]1. Reactants: COC(=O)CCc1cc(C(=O)c2ccc(OC)cc2)c(OC)cc1OC, [Na+], C1COCCO1, [OH-]. Product: COc1ccc(C(=O)c2cc(CCC(=O)O)c(OC)cc2OC)cc1. Reaction SMILES: [CH3:1][O:2][c:3]1[c:4]([CH2:21][CH2:22][C:23](=[O:24])[O:25][CH3:26])[cH:5][c:6]([C:11]([c:12]2[cH:13][cH:14][c:15]([O:18][CH3:19])[cH:16][cH:17]2)=[O:20])[c:7]([O:9][CH3:10])[cH:8]1.[Na+:28].[O:29]1[CH2:30][CH2:31][O:32][CH2:33][CH2:34]1.[OH-:27]>>[CH3:1][O:2][c:3]1[c:4]([CH2:21][CH2:22][C:23](=[O:24])[OH:25])[cH:5][c:6]([C:11]([c:12]2[cH:13][cH:14][c:15]([O:18][CH3:19])[cH:16][cH:17]2)=[O:20])[c:7]([O:9][CH3:10])[cH:8]1. Starting materials: C(C)OC(C1=C(C=C(C=C1)OC)OCC)=O (2-Ethoxy-4-methoxybenzoic acid ethyl ester), [OH-].[K+] (potassium hydroxide), Cl (hydrochloric acid). Solvent: C(C)O (ethanol). The product is C(C)OC1=C(C(=O)O)C=CC(=C1)OC (2-ethoxy-4-methoxybenzoic acid). Yield: 83.5%. Reaction SMILES: C([O:3][C:4](=[O:16])[C:5]1[CH:10]=[CH:9][C:8]([O:11][CH3:12])=[CH:7][C:6]=1[O:13][CH2:14][CH3:15])C.[OH-].[K+].Cl>C(O)C>[CH2:14]([O:13][C:6]1[CH:7]=[C:8]([O:11][CH3:12])[CH:9]=[CH:10][C:5]=1[C:4]([OH:16])=[O:3])[CH3:15] |f:1.2|. Reported procedure: 2-Ethoxy-4-methoxybenzoic acid ethyl ester (13 g, 58 mmol) was suspended in ethanol (150 mL). This was treated with potassium hydroxide (40 mL, ˜4 M) and refluxed for 1 h. The reaction was cooled and poured into cold aqueous hydrochloric acid (300 mL, 2 M) and extracted into dichloromethane (3×200 mL). The organic layers were washed with brine and dried over anhydrous magnesium sulfate. The solids were filtered off, and the filtrate was evaporated to dryness to give 2-ethoxy-4-methoxybenzoic aci...